Dataset: the Open Reaction Database (ORD), a public repository of structured organic reaction records. Task: describe an organic reaction: reactants, conditions, products, and yield Starting materials: ClC1=C(C=CC=C1)C1=C(C=NO1)C(=O)O (5-(2-chlorophenyl)isoxazole-4-carboxylic acid), C(C(=O)O)(=O)O.COC1=CC=C(C=C1)C1CNCC1 (3-(4-methoxyphenyl)pyrrolidine oxalat). Product: ClC1=C(C=CC=C1)C1=C(C=NO1)C(=O)N1CC(CC1)C1=CC=C(C=C1)OC (5-(2-Chlorophenyl)-4-{[3-(4-methoxyphenyl)pyrrolidin-1-yl]carbonyl}isoxazole), solid. Reaction SMILES: [Cl:1][C:2]1[CH:7]=[CH:6][CH:5]=[CH:4][C:3]=1[C:8]1[O:12][N:11]=[CH:10][C:9]=1[C:13]([OH:15])=O.C(O)(=O)C(O)=O.[CH3:22][O:23][C:24]1[CH:29]=[CH:28][C:27]([CH:30]2[CH2:34][CH2:33][NH:32][CH2:31]2)=[CH:26][CH:25]=1>>[Cl:1][C:2]1[CH:7]=[CH:6][CH:5]=[CH:4][C:3]=1[C:8]1[O:12][N:11]=[CH:10][C:9]=1[C:13]([N:32]1[CH2:33][CH2:34][CH:30]([C:27]2[CH:28]=[CH:29][C:24]([O:23][CH3:22])=[CH:25][CH:26]=2)[CH2:31]1)=[O:15] |f:1.2|. Procedure details: The title compound was prepared from 5-(2-chlorophenyl)isoxazole-4-carboxylic acid (11.2 mg, 0.050 mmol) and 3-(4-methoxyphenyl)pyrrolidine oxalat (16.0 mg, 0.060 mmol) as described in synthetic method C and thereafter purified by preparative HPLC method B to give a solid (5.4 mg). Calcd for C21H19ClN2O3: 382.1084, found 382.1083.